This data is from the Open Reaction Database (ORD), a public repository of structured organic reaction records. The task is: describe an organic reaction: reactants, conditions, products, and yield The reactants are C1=CC=C(C=C1)C2=CN=C(O2)C3=CC=C(C=C3)C4=NC=C(O4)C5=CC=CC=C5 (POPOP), S(O)(O)(=O)=O (sulfuric acid). Run at time 8 hour. The product is C1(=CC=C(C=C1)C=1OC(=CN1)C1=CC=C(C=C1)S(=O)(=O)O)C=1OC(=CN1)C1=CC=C(C=C1)S(=O)(=O)O (4,4'-[1,4-phenylenebis(2,5-oxazolediyl)]-bisbenzenesulfonic acid). As a reaction SMILES: [CH:1]1[CH:6]=[CH:5][C:4]([C:7]2[O:11][C:10]([C:12]3[CH:17]=[CH:16][C:15]([C:18]4[O:22][C:21]([C:23]5[CH:28]=[CH:27][CH:26]=[CH:25][CH:24]=5)=[CH:20][N:19]=4)=[CH:14][CH:13]=3)=[N:9][CH:8]=2)=[CH:3][CH:2]=1.[S:29](=[O:33])(=[O:32])([OH:31])O>>[C:12]1([C:10]2[O:11][C:7]([C:4]3[CH:3]=[CH:2][C:1]([S:29]([OH:33])(=[O:32])=[O:31])=[CH:6][CH:5]=3)=[CH:8][N:9]=2)[CH:17]=[CH:16][C:15]([C:18]2[O:22][C:21]([C:23]3[CH:28]=[CH:27][C:26]([S:29]([OH:31])(=[O:33])=[O:32])=[CH:25][CH:24]=3)=[CH:20][N:19]=2)=[CH:14][CH:13]=1. Reported procedure: One hundred milliliters of 20% fuming sulfuric acid (oleum) is charged into a 500 mL flask. Stirring is begun, and 50.0 g of POPOP is added in small portions. The reaction is exothermic. After the addition is complete, the reaction mixture is heated at about 90°-100°C. with stirring for two hours. The reaction is then quenched by pouring the reaction mixture onto 500 g of crushed ice with stirring. A bright-yellow product precipitates as a very fine powder. The resulting suspension is allowed to... Run at time 16 hour. Reactants: [OH-].[Na+] (sodium hydroxide), CS(=O)(=O)CC1=CC(=CC=C1)[N+](=O)[O-] (1-[(methylsulfonyl)methyl]-3-nitrobenzene). Reaction SMILES: [CH3:1][S:2]([CH2:5][C:6]1[CH:11]=[CH:10][CH:9]=[C:8]([N+:12]([O-])=O)[CH:7]=1)(=[O:4])=[O:3].[OH-].[Na+]>Cl.C1COCC1.[Cl-].[Ti+3].[Cl-].[Cl-]>[CH3:1][S:2]([CH2:5][C:6]1[CH:7]=[C:8]([CH:9]=[CH:10][CH:11]=1)[NH2:12])(=[O:3])=[O:4] |f:1.2,5.6.7.8|. The reagents and catalysts are [Cl-].[Ti+3].[Cl-].[Cl-] (Titanium(III)chloride). Solvent: Cl (hydrochloric acid), C1CCOC1 (THF). Procedure: Titanium(III)chloride solution (about 15%) in about 10% hydrochloric acid (162 mL; Merck Schuchardt OHG) was added to a stirred solution of 1-[(methylsulfonyl)methyl]-3-nitrobenzene (5.1 g; 23.8 mmol) in THF (250 mL) at room temperature and the batch was stirred for 16 hours. By adding 1N sodium hydroxide solution the pH value of the reaction mixture was raised to 10 before the batch was extracted with ethyl acetate (2×). The combined organic phases were washed with brine, filtered using a Whatm... The product is CS(=O)(=O)CC=1C=C(N)C=CC1 (3-[(Methylsulfonyl)methyl]aniline). The yield is 102.1%. Reactants: O1C(CCCC1)OCC#C (3-tetrahydropyranyloxy-1-propyne), C(CCC)[Li] (n-butyl-lithium), C[Si](Cl)(C)C (trimethylchlorosilane). Run in O (water), CCOCC (ether), CCCCCC (hexane), CCOCC (ether), CCOCC (ether), C(C)(=O)O (acetic acid), CCOCC (ether). Reaction conditions: temperature -20 celsius, time 30 minute. Yields the product O1C(CCCC1)OCC#C[Si](C)(C)C (3-tetrahydropyranyloxy-1-trimethylsilyl-1-propyne). As a reaction SMILES: [O:1]1[CH2:6][CH2:5][CH2:4][CH2:3][CH:2]1[O:7][CH2:8][C:9]#[CH:10].C([Li])CCC.[CH3:16][Si:17]([CH3:20])([CH3:19])Cl>CCCCCC.O.CCOCC.C(O)(=O)C>[O:1]1[CH2:6][CH2:5][CH2:4][CH2:3][CH:2]1[O:7][CH2:8][C:9]#[C:10][Si:17]([CH3:20])([CH3:19])[CH3:16]. Procedure: To a stirred -20° C. solution of 125 g. (0.89 mol.) of 3-tetrahydropyranyloxy-1-propyne (Example 1) in 450 ml. of ether, under a nitrogen atmosphere, is added dropwise, over one hour, a solution of 45 ml. (0.89 mol.) of 2.0 N n-butyl-lithium in hexane. After 150 ml. of dry ether is added and the mixture stirred at -20° C. for 30 minutes, a solution of 98 g. (0.89 mol.) of trimethylchlorosilane in 73 ml. of ether is added dropwise, stirring is continued for 30 minutes at -20° C., and at ambient t...